From a dataset of the Open Reaction Database (ORD), a public repository of structured organic reaction records. describe an organic reaction: reactants, conditions, products, and yield The reactants are C=1(C(=CC=CC1)NC=C(C(=O)OCC)C1=C(C=CC=C1)Br)C (ethyl 3-(o-toluidino)-2-(2-bromophenyl)acrylate), cuprous iodide, P(=O)([O-])([O-])[O-].[K+].[K+].[K+] (potassium phosphate). Solvent: CN(C=O)C (N,N-dimethylformamide). Conditions: temperature 77.5 celsius, time 16 hour. The product is C1(=C(C=CC=C1)N1C=C(C2=CC=CC=C12)C(=O)OCC)C (ethyl 1-(o-tolyl)-1H-indole-3-carboxylate). The yield is 76.8%. Reaction SMILES: [C:1]1([CH3:22])[C:2]([NH:7][CH:8]=[C:9]([C:15]2[CH:20]=[CH:19][CH:18]=[CH:17][C:16]=2Br)[C:10]([O:12][CH2:13][CH3:14])=[O:11])=[CH:3][CH:4]=[CH:5][CH:6]=1.P([O-])([O-])([O-])=O.[K+].[K+].[K+]>CN(C)C=O>[C:1]1([CH3:22])[CH:6]=[CH:5][CH:4]=[CH:3][C:2]=1[N:7]1[C:20]2[C:15](=[CH:16][CH:17]=[CH:18][CH:19]=2)[C:9]([C:10]([O:12][CH2:13][CH3:14])=[O:11])=[CH:8]1 |f:1.2.3.4|. Procedure: A mixture of ethyl 3-(o-toluidino)-2-(2-bromophenyl)acrylate (1.326 g, 3.68 mmol), cuprous iodide (38 mg, 0.38 mmol), potassium phosphate (1.652 g, 7.8 mmol) and N,N-dimethylformamide (16 mL) was stirred at 75-80° C. under nitrogen gas atmosphere for 16 hours. The reaction mixture was allowed to cool to room temperature. Solvent was removed under reduced pressure. Water (16 mL) was added to the residue and the mixture was extracted with ethyl acetate (8 mL×3). The combined organic layers were wa... Product: N#Cc1ccc(F)cc1OCc1ccccc1. Reactants: Cc1ccccc1, N#Cc1ccc(F)cc1F, [H-], [Na+], OCc1ccccc1. Reaction SMILES: [CH3:21][c:22]1[cH:23][cH:24][cH:25][cH:26][cH:27]1.[F:11][c:12]1[c:13]([C:14]#[N:15])[cH:16][cH:17][c:18]([F:20])[cH:19]1.[H-:10].[Na+:9].[OH:1][CH2:2][c:3]1[cH:4][cH:5][cH:6][cH:7][cH:8]1>>[O:1]([CH2:2][c:3]1[cH:4][cH:5][cH:6][cH:7][cH:8]1)[c:12]1[c:13]([C:14]#[N:15])[cH:16][cH:17][c:18]([F:20])[cH:19]1.